Dataset: the Open Reaction Database (ORD), a public repository of structured organic reaction records. Task: describe an organic reaction: reactants, conditions, products, and yield Reactants: OS(=O)(=O)O (H2SO4), S1C(=C(C=C1)C(CC(C)C)(CC(C)C)O)C=1SC=CC1 (4-(2,2′-bithiophene-3-yl)-2,6-dimethylheptan-4-ol), C(Cl)Cl (CH2Cl2). The solvent is O (water). Yields the product C(C(C)C)C1(C2=C(SC=C2)C=2SC=CC21)CC(C)C (4,4-Diisobutyl-4H-cyclopenta[1,2-b:5,4-b′]dithiophene). Reaction SMILES: OS(O)(=O)=O.[S:6]1[CH:10]=[CH:9][C:8]([C:11](O)([CH2:16][CH:17]([CH3:19])[CH3:18])[CH2:12][CH:13]([CH3:15])[CH3:14])=[C:7]1[C:21]1[S:22][CH:23]=[CH:24][CH:25]=1.C(Cl)Cl>O>[CH2:12]([C:11]1([CH2:16][CH:17]([CH3:19])[CH3:18])[C:25]2[CH:24]=[CH:23][S:22][C:21]=2[C:7]2[S:6][CH:10]=[CH:9][C:8]1=2)[CH:13]([CH3:15])[CH3:14]. Procedure: H2SO4 (1.45 mL) was added dropwise to 4-(2,2′-bithiophene-3-yl)-2,6-dimethylheptan-4-ol (IIb) (0.688 g, 2.23 mmol) under stirring at room temperature. After stirring for 12 h, CH2Cl2 (15 mL) and water (15 mL) were added. The organic layer was separated and the aqueous layer was extracted with CH2Cl2. The combined organic extracts were successively washed with saturated NaHCO3 and brine. After drying over MgSO4, the solvent was removed in vacuo. The crude oil was purified with column chromatograp... The reactants are ClC1=CC=C(C(=O)C2CCN(CC2)C(=O)C2=C(C=C(C=C2)N2S(CCC2)(=O)=O)S(=O)(=O)C)C=C1 ([4-(4-chlorobenzoyl)piperidin-1-yl][4-(1,1-dioxo-1λ6-isothiazolidin-2-yl)-2-methanesulfonylphenyl]methanone), CB(O)O (methylboronic acid). The product is O=S1(N(CCC1)C1=CC(=C(C=C1)C(=O)N1CCC(CC1)C(C1=CC=C(C=C1)C)=O)S(=O)(=O)C)=O ([4-(1,1-dioxo-1λ6-isothiazolidin-2-yl)-2-methanesulfonylphenyl][4-(4-methylbenzoyl)piperidin-1-yl]methanone). The yield is 50.7%. As a reaction SMILES: Cl[C:2]1[CH:34]=[CH:33][C:5]([C:6]([CH:8]2[CH2:13][CH2:12][N:11]([C:14]([C:16]3[CH:21]=[CH:20][C:19]([N:22]4[CH2:26][CH2:25][CH2:24][S:23]4(=[O:28])=[O:27])=[CH:18][C:17]=3[S:29]([CH3:32])(=[O:31])=[O:30])=[O:15])[CH2:10][CH2:9]2)=[O:7])=[CH:4][CH:3]=1.[CH3:35]B(O)O>>[O:27]=[S:23]1(=[O:28])[CH2:24][CH2:25][CH2:26][N:22]1[C:19]1[CH:20]=[CH:21][C:16]([C:14]([N:11]2[CH2:12][CH2:13][CH:8]([C:6](=[O:7])[C:5]3[CH:33]=[CH:34][C:2]([CH3:35])=[CH:3][CH:4]=3)[CH2:9][CH2:10]2)=[O:15])=[C:17]([S:29]([CH3:32])(=[O:31])=[O:30])[CH:18]=1. Procedure: Using 4-(1,1-dioxo-1λ6-isothiazolidin-2-yl)-2-methanesulfonylbenzoic acid (138 mg) described in Preparation Example 22 and 4-(4-chlorobenzoyl)piperidine (97 mg) and by the reaction and treatment in the same manner as in Example 87, [4-(4-chlorobenzoyl)piperidin-1-yl][4-(1,1-dioxo-1λ6-isothiazolidin-2-yl)-2-methanesulfonylphenyl]methanone (76 mg) was obtained. Using the obtained [4-(4-chlorobenzoyl)piperidin-1-yl][4-(1,1-dioxo-1λ6-isothiazolidin-2-yl)-2-methanesulfonylphenyl]methanone (76 mg) and... The reactants are C(C)C=1C=C(C(=NC1C)OC)NC(OC1=CC=CC=C1)=O (Phenyl N-(5-ethyl-2-methoxy-6-methylpyridin-3-yl)carbamate), CC1=C(C(=C(C=C1C)C)C)N1CCNCC1 (1-(2,3,5,6-tetramethylphenyl)piperazine). The product is C(C)C=1C=C(C(=NC1C)OC)NC(=O)N1CCN(CC1)C1=C(C(=CC(=C1C)C)C)C (1-[(5-Ethyl-2-methoxy-6-methylpyridin-3-yl)aminocarbonyl]-4-(2,3,5,6-tetramethylphenyl)piperazine). Isolated yield 69.0%. As a reaction SMILES: [CH2:1]([C:3]1[CH:4]=[C:5]([NH:12][C:13](=[O:21])OC2C=CC=CC=2)[C:6]([O:10][CH3:11])=[N:7][C:8]=1[CH3:9])[CH3:2].[CH3:22][C:23]1[C:28]([CH3:29])=[CH:27][C:26]([CH3:30])=[C:25]([CH3:31])[C:24]=1[N:32]1[CH2:37][CH2:36][NH:35][CH2:34][CH2:33]1>>[CH2:1]([C:3]1[CH:4]=[C:5]([NH:12][C:13]([N:35]2[CH2:36][CH2:37][N:32]([C:24]3[C:25]([CH3:31])=[C:26]([CH3:30])[CH:27]=[C:28]([CH3:29])[C:23]=3[CH3:22])[CH2:33][CH2:34]2)=[O:21])[C:6]([O:10][CH3:11])=[N:7][C:8]=1[CH3:9])[CH3:2]. Procedure: Phenyl N-(5-ethyl-2-methoxy-6-methylpyridin-3-yl)carbamate and 1-(2,3,5,6-tetramethylphenyl)piperazine were reacted by the same way with the example 1 to obtain the titled compound. Reactants: COCOC1CC2=CC=C3C4CCC(C(C)CBr)C4(C)CCC3C2(C)C(OCOC)C1, COC(=O)OC1CC2=CC=C3C4CCC(C(C)CBr)C4(C)CCC3C2(C)C(OC(=O)OC)C1, [Na+], [Na+], Cc1ccc(S(=O)[O-])cc1, O=S([O-])c1ccccc1. The product is COCOC1CC2=CC=C3C4CCC(C(C)CS(=O)(=O)c5ccc(C)cc5)C4(C)CCC3C2(C)C(OCOC)C1. RXN SMILES: [Br:1][CH2:2][CH:3]([CH:4]1[CH2:5][CH2:6][CH:7]2[C:8]3=[CH:9][CH:10]=[C:11]4[CH2:12][CH:13]([O:27][CH2:28][O:29][CH3:30])[CH2:14][CH:15]([O:23][CH2:24][O:25][CH3:26])[C:16]4([CH3:17])[CH:18]3[CH2:19][CH2:20][C:21]12[CH3:22])[CH3:31].[Br:43][CH2:44][CH:45]([CH3:46])[CH:47]1[C:48]2([CH3:49])[CH:50]([C:51]3=[CH:73][CH:72]=[C:57]4[C:55]([CH3:56])([CH:52]3[CH2:53][CH2:54]2)[CH:66]([O:67][C:68]([O:69][CH3:70])=[O:71])[CH2:65][CH:59]([O:60][C:61]([O:62][CH3:63])=[O:64])[CH2:58]4)[CH2:74][CH2:75]1.[Na+:42].[Na+:85].[c:32]1([CH3:41])[cH:33][cH:34][c:35]([S:38](=[O:39])[O-:40])[cH:36][cH:37]1.[c:76]1([S:77]([O-:78])=[O:79])[cH:80][cH:81][cH:82][cH:83][cH:84]1>>[CH2:2]([CH:3]([CH:4]1[CH2:5][CH2:6][CH:7]2[C:8]3=[CH:9][CH:10]=[C:11]4[CH2:12][CH:13]([O:27][CH2:28][O:29][CH3:30])[CH2:14][CH:15]([O:23][CH2:24][O:25][CH3:26])[C:16]4([CH3:17])[CH:18]3[CH2:19][CH2:20][C:21]12[CH3:22])[CH3:31])[S:38]([c:35]1[cH:34][cH:33][c:32]([CH3:41])[cH:37][cH:36]1)(=[O:39])=[O:40]. Starting materials: CO, [H][H], O=[N+]([O-])c1ccc(NCCc2ccccc2)cc1. Product: Nc1ccc(NCCc2ccccc2)cc1. Reaction SMILES: [CH3:21][OH:22].[H:19][H:20].[c:1]1([CH2:7][CH2:8][NH:9][c:10]2[cH:11][cH:12][c:13]([N+:16]([O-:17])=[O:18])[cH:14][cH:15]2)[cH:2][cH:3][cH:4][cH:5][cH:6]1>>[c:1]1([CH2:7][CH2:8][NH:9][c:10]2[cH:11][cH:12][c:13]([NH2:16])[cH:14][cH:15]2)[cH:2][cH:3][cH:4][cH:5][cH:6]1. The reactants are Nc1c(F)cccc1Br, COc1ccc(C(F)(F)F)cc1N=C=O, CC#N. The product is COc1ccc(C(F)(F)F)cc1NC(=O)Nc1c(F)cccc1Br. As a reaction SMILES: [Br:16][c:17]1[c:18]([NH2:19])[c:20]([F:24])[cH:21][cH:22][cH:23]1.[CH3:1][O:2][c:3]1[c:4]([N:13]=[C:14]=[O:15])[cH:5][c:6]([C:9]([F:10])([F:11])[F:12])[cH:7][cH:8]1.[CH3:25][C:26]#[N:27]>>[CH3:1][O:2][c:3]1[c:4]([NH:13][C:14](=[O:15])[NH:19][c:18]2[c:17]([Br:16])[cH:23][cH:22][cH:21][c:20]2[F:24])[cH:5][c:6]([C:9]([F:10])([F:11])[F:12])[cH:7][cH:8]1.